Dataset: the Open Reaction Database (ORD), a public repository of structured organic reaction records. Task: describe an organic reaction: reactants, conditions, products, and yield The reactants are CC1(OC[C@@H](O1)CN1C(=CC2=CC(=C(C=C12)F)[N+](=O)[O-])C(C(=O)OCC1=CC=CC=C1)(C)C)C ((S)-benzyl 2-(1-((2,2-dimethyl-1,3-dioxolan-4-yl)methyl)-6-fluoro-5-nitro-1H-indol-2-yl)-2-methylpropanoate), CC1(OC[C@@H](O1)CN1C(=CC2=CC(=C(C=C12)F)[N+](=O)[O-])C(C(=O)OC[C@@H]1OC(OC1)(C)C)(C)C)C (((R)-2,2-dimethyl-1,3-dioxolan-4-yl)methyl 2-(1-(((S)-2,2-dimethyl-1,3-dioxolan-4-yl)methyl)-6-fluoro-5-nitro-1H-indol-2-yl)-2-methylpropanoate), [H-].[H-].[H-].[H-].[Li+].[Al+3] (LiAlH4). Run in C1CCOC1 (THF). Run at time 5 minute. Product: CC1(OC[C@@H](O1)CN1C(=CC2=CC(=C(C=C12)F)[N+](=O)[O-])C(CO)(C)C)C ((S)-2-(1-((2,2-Dimethyl-1,3-dioxolan-4-yl)methyl)-6-fluoro-5-nitro-1H-indol-2-yl)-2-methylpropan-1-ol). Isolated yield 49.0%. RXN SMILES: [CH3:1][C:2]1([CH3:34])[O:6][C@@H:5]([CH2:7][N:8]2[C:16]3[C:11](=[CH:12][C:13]([N+:18]([O-:20])=[O:19])=[C:14]([F:17])[CH:15]=3)[CH:10]=[C:9]2[C:21]([CH3:33])([CH3:32])[C:22](OCC2C=CC=CC=2)=[O:23])[CH2:4][O:3]1.CC1(C)O[C@@H](CN2C3C(=CC([N+]([O-])=O)=C(F)C=3)C=C2C(C)(C)C(OC[C@H]2COC(C)(C)O2)=O)CO1.[H-].[H-].[H-].[H-].[Li+].[Al+3]>C1COCC1>[CH3:1][C:2]1([CH3:34])[O:6][C@@H:5]([CH2:7][N:8]2[C:16]3[C:11](=[CH:12][C:13]([N+:18]([O-:20])=[O:19])=[C:14]([F:17])[CH:15]=3)[CH:10]=[C:9]2[C:21]([CH3:33])([CH3:32])[CH2:22][OH:23])[CH2:4][O:3]1 |f:2.3.4.5.6.7|. Reported procedure: The mixture of crude reaction mixture of (S)-benzyl 2-(1-((2,2-dimethyl-1,3-dioxolan-4-yl)methyl)-6-fluoro-5-nitro-1H-indol-2-yl)-2-methylpropanoate and ((R)-2,2-dimethyl-1,3-dioxolan-4-yl)methyl 2-(1-(((S)-2,2-dimethyl-1,3-dioxolan-4-yl)methyl)-6-fluoro-5-nitro-1H-indol-2-yl)-2-methylpropanoate was dissolved in THF (15 mL) and cooled in an ice-water bath. LiAlH4 (2.8 mL of 1 M solution, 2.8 mmol) was added dropwise. After addition was complete the reaction was stirred for 5 minutes. The reactio... Reactants: Br, CC(C)(C)C(=O)OCCl, CC(=O)O, CC#N, COc1cc(C(C)C)c2c(c1)S(=O)(=O)NC2=O, CCN(C(C)C)C(C)C. Product: COc1cc(C(C)C)c2c(c1)S(=O)(=O)N(CBr)C2=O. As a reaction SMILES: [BrH:36].[C:18]([O:19][CH2:20][Cl:21])(=[O:22])[C:23]([CH3:24])([CH3:25])[CH3:26].[CH3:37][C:38](=[O:39])[OH:40].[CH3:41][C:42]#[N:43].[CH:1]([CH3:2])([CH3:3])[c:4]1[cH:5][c:6]([O:16][CH3:17])[cH:7][c:8]2[c:9]1[C:10](=[O:15])[NH:11][S:12]2(=[O:13])=[O:14].[CH:27]([N:28]([CH:29]([CH3:30])[CH3:31])[CH2:32][CH3:33])([CH3:34])[CH3:35]>>[CH:1]([CH3:2])([CH3:3])[c:4]1[cH:5][c:6]([O:16][CH3:17])[cH:7][c:8]2[c:9]1[C:10](=[O:15])[N:11]([CH2:18][Br:36])[S:12]2(=[O:13])=[O:14].